This data is from the Open Reaction Database (ORD), a public repository of structured organic reaction records. The task is: describe an organic reaction: reactants, conditions, products, and yield Starting materials: CN(C)C=O (DMF), P(=O)(Cl)(Cl)Cl (phosphorus oxychloride), C1=CC2=NC=CN2C=C1Br (6-bromoH-imidazo[1,2-a]pyridine), [OH-].[Na+] (NaOH), C(=O)(O)[O-].[Na+] (NaHCO3). Run at temperature 0 celsius, time 1 hour. Product: C1=CC2=NC=C(N2C=C1Br)C=O (6-bromoH-imidazo[1,2-a]pyridine-3-carbaldehyde). As a reaction SMILES: CN([CH:4]=[O:5])C.P(Cl)(Cl)(Cl)=O.[CH:11]1[C:19]([Br:20])=[CH:18][N:17]2[C:13](=[N:14][CH:15]=[CH:16]2)[CH:12]=1.[OH-].[Na+].C([O-])(O)=O.[Na+]>>[CH:11]1[C:19]([Br:20])=[CH:18][N:17]2[C:13](=[N:14][CH:15]=[C:16]2[CH:4]=[O:5])[CH:12]=1 |f:3.4,5.6|. Procedure: A 250 mL RB flask was charged with DMF (21.3 ml, 274 mmol) and cooled to 0° C.; phosphorus oxychloride (2.46 ml, 26.4 mmol) was added dropwise. This was stirred for 1 hour, then 6-bromoH-imidazo[1,2-a]pyridine (2.00 g, 10.2 mmol) was added in one portion. This was stirred at 100° C. for 5 hours and at room temperature for 16 hours. The flask was cooled to 0° C. and slowly neutralized with 6N aq. NaOH and sat. aq. NaHCO3, resulting in the formation of a precipitate which was collected by filtrati... Reactants: Cl (HCl), O1CCOCC1 (dioxane), BrC1=NC=C(C=C1N(S(=O)(=O)C1=CC=C(C=C1)OC(C)C)COC)Cl (N-(2-bromo-5-chloro-pyridin-3-yl)-4-isopropoxy-N-methoxymethyl-benzenesulfonamide), CON(C(C1=C(N=CC=C1)C)=O)C (N-methoxy-2,N-dimethyl-nicotinamide), ice. Solvent: O (H2O). Conditions: time 60 minute. Product: ClC=1C=C(C(=NC1)C(=O)C=1C(=NC=CC1)C)NS(=O)(=O)C1=CC=C(C=C1)OC(C)C (N-[5-chloro-2-(2-methyl-pyridine-3-carbonyl)-pyridin-3-yl]-4-isopropoxy-benzenesulfonamide). Reaction SMILES: Br[C:2]1[C:7]([N:8](COC)[S:9]([C:12]2[CH:17]=[CH:16][C:15]([O:18][CH:19]([CH3:21])[CH3:20])=[CH:14][CH:13]=2)(=[O:11])=[O:10])=[CH:6][C:5]([Cl:25])=[CH:4][N:3]=1.CON(C)[C:29](=[O:37])[C:30]1[CH:35]=[CH:34][CH:33]=[N:32][C:31]=1[CH3:36].Cl.O1CCOCC1>O>[Cl:25][C:5]1[CH:6]=[C:7]([NH:8][S:9]([C:12]2[CH:13]=[CH:14][C:15]([O:18][CH:19]([CH3:20])[CH3:21])=[CH:16][CH:17]=2)(=[O:10])=[O:11])[C:2]([C:29]([C:30]2[C:31]([CH3:36])=[N:32][CH:33]=[CH:34][CH:35]=2)=[O:37])=[N:3][CH:4]=1. Procedure details: N-(2-bromo-5-chloro-pyridin-3-yl)-4-isopropoxy-N-methoxymethyl-benzenesulfonamide (592 mg, 1.32 mmol) was placed in a dry 25 mL round-bottom flask. The flask was evacuated and purged with nitrogen, followed by the addition of THF (5 mL). The homogeneous mixture was lowered to −5° C. and iPrMgCl (1.72 mL, 2.0 M) was added dropwise. Upon completion of the addition, the reaction was stirred 60 minutes, followed by the addition of N-methoxy-2,N-dimethyl-nicotinamide (379 mg, 2.11 mmol). The reaction... Reactants: Cc1cccc(CN2CCN(C(C(=O)NC(Cc3ccccc3)CC(O)C(Cc3ccc(-c4ccncc4)cc3)N(Cc3ccccc3)C(=O)[O-])C(C)(C)C)C2=O)n1, CO, Cl, [OH-], [OH-], [Pd+2]. Yields the product Cl, Cc1cccc(CN2CCN(C(C(=O)NC(Cc3ccccc3)CC(O)C(N)Cc3ccc(-c4ccncc4)cc3)C(C)(C)C)C2=O)n1. As a reaction SMILES: [CH2:1]([c:5]1[cH:6][cH:7][cH:9][cH:10][cH:11]1)[N:8]([C:2](=[O:3])[O-:4])[CH:12]([CH:13]([CH2:14][CH:15]([CH2:16][c:17]1[cH:18][cH:19][cH:20][cH:21][cH:22]1)[NH:23][C:24]([CH:25]([C:26]([CH3:27])([CH3:28])[CH3:29])[N:30]1[C:31](=[O:43])[N:32]([CH2:35][c:36]2[n:37][c:38]([CH3:42])[cH:39][cH:40][cH:41]2)[CH2:33][CH2:34]1)=[O:44])[OH:45])[CH2:46][c:47]1[cH:48][cH:49][c:50](-[c:53]2[cH:54][cH:55][n:56][cH:57][cH:58]2)[cH:51][cH:52]1.[CH3:60][OH:61].[ClH:59].[OH-:62].[OH-:63].[Pd+2:64]>>[ClH:59].[NH2:8][CH:12]([CH:13]([CH2:14][CH:15]([CH2:16][c:17]1[cH:18][cH:19][cH:20][cH:21][cH:22]1)[NH:23][C:24]([CH:25]([C:26]([CH3:27])([CH3:28])[CH3:29])[N:30]1[C:31](=[O:43])[N:32]([CH2:35][c:36]2[n:37][c:38]([CH3:42])[cH:39][cH:40][cH:41]2)[CH2:33][CH2:34]1)=[O:44])[OH:45])[CH2:46][c:47]1[cH:48][cH:49][c:50](-[c:53]2[cH:54][cH:55][n:56][cH:57][cH:58]2)[cH:51][cH:52]1. Starting materials: NCC1CCN(CC1)C(=O)OCC1=CC=CC=C1 (benzyl 4(aminomethyl)piperidine-1-carboxylate), ClC1=NC=CN=C1Cl (2,3-dichloropyrazine). Conditions: temperature 100 celsius. The product is C(C1=CC=CC=C1)OC(=O)N1CCC(CC1)CNC1=NC=CN=C1Cl (4-[(3-Chloro-pyrazin-2-ylamino)-methyl]-piperidine-1-carboxylic acid benzyl ester). Reaction SMILES: [NH2:1][CH2:2][CH:3]1[CH2:8][CH2:7][N:6]([C:9]([O:11][CH2:12][C:13]2[CH:18]=[CH:17][CH:16]=[CH:15][CH:14]=2)=[O:10])[CH2:5][CH2:4]1.[Cl:19][C:20]1[C:25](Cl)=[N:24][CH:23]=[CH:22][N:21]=1>>[CH2:12]([O:11][C:9]([N:6]1[CH2:7][CH2:8][CH:3]([CH2:2][NH:1][C:25]2[C:20]([Cl:19])=[N:21][CH:22]=[CH:23][N:24]=2)[CH2:4][CH2:5]1)=[O:10])[C:13]1[CH:14]=[CH:15][CH:16]=[CH:17][CH:18]=1. Procedure details: A mixture of benzyl 4-(aminomethyl)piperidine-1-carboxylate (EXAMPLE 13, Step 1) (1.25 g, 5.04 mmol) and 2,3-dichloropyrazine (0.25 g) was heated to 100° C. for 1 h. The reaction mixture was cooled and partitioned between EtOAc and pH5.2 citrate buffer. The organic layer was washed with brine, dried over anhydrous sodium sulfate, and the solvent evaporated to give a crude product. Purification by flash column chromatography (5–50% EtOAc hexane) afforded the title compound. M.S (M+1): 361. Reactants: CON(C)C(=O)c1sc(I)c2c1CCC(C)(C)C2, COC(=O)C(F)(F)Cl, [Cu]I, [F-], [K+], CN(C)C=O. Product: CON(C)C(=O)c1sc(C(F)(F)F)c2c1CCC(C)(C)C2. As a reaction SMILES: [CH3:1][O:2][N:3]([C:4](=[O:5])[c:6]1[s:7][c:8]([I:17])[c:9]2[c:10]1[CH2:11][CH2:12][C:13]([CH3:15])([CH3:16])[CH2:14]2)[CH3:18].[Cl:21][C:22]([C:23]([O:24][CH3:25])=[O:26])([F:27])[F:28].[Cu:34][I:35].[F-:19].[K+:20].[O:29]=[CH:30][N:31]([CH3:32])[CH3:33]>>[CH3:1][O:2][N:3]([C:4](=[O:5])[c:6]1[s:7][c:8]([C:22]([F:19])([F:27])[F:28])[c:9]2[c:10]1[CH2:11][CH2:12][C:13]([CH3:15])([CH3:16])[CH2:14]2)[CH3:18].